This data is from the Open Reaction Database (ORD), a public repository of structured organic reaction records. The task is: describe an organic reaction: reactants, conditions, products, and yield Starting materials: Cc1ccccc1, Cc1oc(-c2ccc(F)cn2)cc1C(O)C1CCCCC1, O=S(Cl)Cl. Yields the product Cc1oc(-c2ccc(F)cn2)cc1C(Cl)C1CCCCC1. As a reaction SMILES: [CH3:26][c:27]1[cH:28][cH:29][cH:30][cH:31][cH:32]1.[CH:1]1([CH:7]([OH:8])[c:9]2[c:10]([CH3:21])[o:11][c:12](-[c:14]3[n:15][cH:16][c:17]([F:20])[cH:18][cH:19]3)[cH:13]2)[CH2:2][CH2:3][CH2:4][CH2:5][CH2:6]1.[S:22]([Cl:23])([Cl:24])=[O:25]>>[CH:1]1([CH:7]([c:9]2[c:10]([CH3:21])[o:11][c:12](-[c:14]3[n:15][cH:16][c:17]([F:20])[cH:18][cH:19]3)[cH:13]2)[Cl:24])[CH2:2][CH2:3][CH2:4][CH2:5][CH2:6]1. Starting materials: [OH-].OCC[N+](C)(C)CCO (bis-(2-hydroxyethyl) dimethyl ammonium hydroxide), CN(CCO)CCO (methyl diethanolamine), C1CO1 (ethylene oxide). Solvent: O (water). Run at time 4 day. Product: [OH-].OCC[N+](C)(CCO)CCO (Tris-(2-hydroxyethyl) methyl ammonium hydroxide). RXN SMILES: [OH-].[OH:2]CC[N+](CCO)(C)C.[CH3:11][N:12]([CH2:16][CH2:17][OH:18])[CH2:13][CH2:14][OH:15].[CH2:19]1[O:21][CH2:20]1>O>[OH-:2].[OH:15][CH2:14][CH2:13][N+:12]([CH2:19][CH2:20][OH:21])([CH2:16][CH2:17][OH:18])[CH3:11] |f:0.1,5.6|. Procedure: The procedure of Example 1 for the reparation of bis-(2-hydroxyethyl) dimethyl ammonium hydroxide was followed, except that about 357 grams of methyl diethanolamine (MDEA) was used instead of DMEA, 489 grams of de-ionized water, and 115 grams of ethylene oxide were used. The product is a clear and colorless solution. However, after about four days of standing at room temperature, the product darkened somewhat. Starting materials: N(=O)OCCC(C)C (Isopentyl nitrite), BrC1=CC(=C(N)C=C1)C(F)(F)F (4-bromo-2-(trifluoromethyl)aniline), CSC (dimethyl sulfide). Run in C(C)#N (acetonitrile). The product is BrC1=CC(=C(C=C1)SC)C(F)(F)F (4-Bromo-1-(methylthio)-2-(trifluoromethyl)benzene). Reaction SMILES: N(OCCC(C)C)=O.[Br:9][C:10]1[CH:16]=[CH:15][C:13](N)=[C:12]([C:17]([F:20])([F:19])[F:18])[CH:11]=1.[CH3:21][S:22]C>C(#N)C>[Br:9][C:10]1[CH:16]=[CH:15][C:13]([S:22][CH3:21])=[C:12]([C:17]([F:20])([F:19])[F:18])[CH:11]=1. Procedure details: Isopentyl nitrite (0.67 ml) was added dropwise to a solution of 4-bromo-2-(trifluoromethyl)aniline (1.2 g) and dimethyl sulfide (0.45 ml) in acetonitrile (12 ml). The reaction was slowly heated to reflux and then refluxed until gas evolution ceased. The volatiles were evaporated, the residue absorbed onto silica and the product eluted off with isohexane. Yield 0.8 g. The reactants are C(C)OC(=O)N1[C@@H](C[C@H](C1)O)CCOC1=C(C=C(C=C1)C)CCC1=CC=CC=C1 ((2R,4R)-1-ethoxycarbonyl-4-hydroxy-2- {2-[4-methyl-2-(2-phenylethyl)phenoxy]ethyl}pyrrolidine), [H-].[Al+3].[Li+].[H-].[H-].[H-] (lithium aluminum hydride). Run in O1CCCC1 (tetrahydrofuran). Product: O[C@@H]1C[C@H](N(C1)C)CCOC1=C(C=C(C=C1)C)CCC1=CC=CC=C1 ((2R,4R)-4-Hydroxy-1-methyl-2-{2-[4-methyl-2-(2-phenylethyl)phenoxy]ethyl}pyrrolidine). Isolated yield 73.4%. As a reaction SMILES: C(O[C:4]([N:6]1[CH2:10][C@H:9]([OH:11])[CH2:8][C@H:7]1[CH2:12][CH2:13][O:14][C:15]1[CH:20]=[CH:19][C:18]([CH3:21])=[CH:17][C:16]=1[CH2:22][CH2:23][C:24]1[CH:29]=[CH:28][CH:27]=[CH:26][CH:25]=1)=O)C.[H-].[Al+3].[Li+].[H-].[H-].[H-]>O1CCCC1>[OH:11][C@H:9]1[CH2:10][N:6]([CH3:4])[C@H:7]([CH2:12][CH2:13][O:14][C:15]2[CH:20]=[CH:19][C:18]([CH3:21])=[CH:17][C:16]=2[CH2:22][CH2:23][C:24]2[CH:25]=[CH:26][CH:27]=[CH:28][CH:29]=2)[CH2:8]1 |f:1.2.3.4.5.6|. Procedure: 1410 mg of (2R,4R)-1-ethoxycarbonyl-4-hydroxy-2- {2-[4-methyl-2-(2-phenylethyl)phenoxy]ethyl}pyrrolidine [prepared as described in step (b) above], 20 ml of tetrahydrofuran and 400 mg of lithium aluminum hydride were allowed to react together and subsequently treated in the same manner as described in step (b) of Example 1. The concentrated substance thus obtained was purified by silica gel column chromatography, using a 5:1 by volume mixture of methylene chloride and methanol as the eluent, to ... The reactants are C1(=CC=CC=C1)C1=NC2=CC=C(C=C2N=C1N1CCN(CC1)C1=CC=CC=C1)C(=O)OC (methyl 2-phenyl-3-(4-phenylpiperazin-1-yl)quinoxaline-6-carboxylate), [OH-].[Na+] (sodium hydroxide), Cl (hydrochloric acid). The solvent is CO (methanol). Reaction conditions: temperature 50 celsius, time 2 hour. Product: C1(=CC=CC=C1)C1=NC2=CC=C(C=C2N=C1N1CCN(CC1)C1=CC=CC=C1)C(=O)O (2-phenyl-3-(4-phenylpiperazin-1-yl)quinoxaline-6-carboxylic acid). Yield: 71.1%. As a reaction SMILES: [C:1]1([C:7]2[C:16]([N:17]3[CH2:22][CH2:21][N:20]([C:23]4[CH:28]=[CH:27][CH:26]=[CH:25][CH:24]=4)[CH2:19][CH2:18]3)=[N:15][C:14]3[C:9](=[CH:10][CH:11]=[C:12]([C:29]([O:31]C)=[O:30])[CH:13]=3)[N:8]=2)[CH:6]=[CH:5][CH:4]=[CH:3][CH:2]=1.[OH-].[Na+].Cl>CO>[C:1]1([C:7]2[C:16]([N:17]3[CH2:22][CH2:21][N:20]([C:23]4[CH:24]=[CH:25][CH:26]=[CH:27][CH:28]=4)[CH2:19][CH2:18]3)=[N:15][C:14]3[C:9](=[CH:10][CH:11]=[C:12]([C:29]([OH:31])=[O:30])[CH:13]=3)[N:8]=2)[CH:2]=[CH:3][CH:4]=[CH:5][CH:6]=1 |f:1.2|. Reported procedure: A solution of methyl 2-phenyl-3-(4-phenylpiperazin-1-yl)quinoxaline-6-carboxylate (100 mg, 0.24 mmol, 1.00 equiv) and sodium hydroxide (47 mg, 1.18 mmol, 5.00 equiv) in methanol (10 mL) was placed in a 100-mL round bottom flask and stirred for 2 h at 50° C. in an oil bath. The pH value of the solution was adjusted to 4-5 with hydrochloric acid (1 M). The resulting solution was extracted with 3×10 mL of dichloromethane, and the organic layers combined and concentrated under vacuum, yielding 70 mg... The reactants are CC(=C)CCO (isoprenol), CS(=O)(=O)Cl (methanesulfonyl chloride), Compound ( 1 ). Solvent: C(C)N(CC)CC (triethylamine). Product: C(=CC(C)=C)OS(=O)(=O)C (methanesulfonic acid isoprenyl ester). Reaction SMILES: [CH3:1][C:2]([CH2:4][CH2:5][OH:6])=[CH2:3].[CH3:7][S:8](Cl)(=[O:10])=[O:9]>C(N(CC)CC)C>[CH:5]([O:6][S:8]([CH3:7])(=[O:10])=[O:9])=[CH:4][C:2](=[CH2:1])[CH3:3]. Procedure details: An example of the method for synthesizing Compound (1) includes a method described below in Production Examples 1 and 2. In such a method, first, isoprenol is reacted with methanesulfonyl chloride in the presence of a base such as triethylamine to obtain methanesulfonic acid isoprenyl ester. Next, if needed, the obtained product is isolated and purified by a conventional method, and the obtained methanesulfonic acid isoprenyl ester is reacted with a malonic acid dialkyl ester in the presence of ...